Dataset: the Open Reaction Database (ORD), a public repository of structured organic reaction records. Task: describe an organic reaction: reactants, conditions, products, and yield Reactants: CCO, Cl, [Na+], C1CCOC1, [OH-], O, CCOC(=O)C=C(c1ccccc1)c1ccc2ccccc2c1. Yields the product O=C(O)C=C(c1ccccc1)c1ccc2ccccc2c1. RXN SMILES: [CH3:28][CH2:29][OH:30].[ClH:27].[Na+:2].[O:31]1[CH2:32][CH2:33][CH2:34][CH2:35]1.[OH-:1].[OH2:26].[cH:3]1[c:4]([C:13](=[CH:14][C:15](=[O:16])[O:17][CH2:18][CH3:19])[c:20]2[cH:21][cH:22][cH:23][cH:24][cH:25]2)[cH:5][cH:6][c:7]2[cH:8][cH:9][cH:10][cH:11][c:12]12>>[cH:3]1[c:4]([C:13](=[CH:14][C:15](=[O:16])[OH:17])[c:20]2[cH:21][cH:22][cH:23][cH:24][cH:25]2)[cH:5][cH:6][c:7]2[cH:8][cH:9][cH:10][cH:11][c:12]12. Reactants: [Li]CCCC, CI, CCCCCC, COC(=O)C1CCC1, CC(C)NC1CCCCC1, Cl, C1CCOC1. Yields the product COC(=O)C1(C)CCC1. RXN SMILES: [CH2:11]([Li:12])[CH2:13][CH2:14][CH3:15].[CH3:24][I:25].[CH3:32][CH2:33][CH2:34][CH2:35][CH2:36][CH3:37].[CH:16]1([C:20](=[O:21])[O:22][CH3:23])[CH2:17][CH2:18][CH2:19]1.[CH:1]([NH:2][CH:3]1[CH2:4][CH2:5][CH2:6][CH2:7][CH2:8]1)([CH3:9])[CH3:10].[ClH:26].[O:27]1[CH2:28][CH2:29][CH2:30][CH2:31]1>>[CH3:1][C:16]1([C:20](=[O:21])[O:22][CH3:23])[CH2:17][CH2:18][CH2:19]1.